From a dataset of the Open Reaction Database (ORD), a public repository of structured organic reaction records. describe an organic reaction: reactants, conditions, products, and yield Reaction SMILES: [N+:1]([C:4]1[CH:5]=[C:6]([CH:18]=[CH:19][CH:20]=1)[NH:7][C:8]1[CH:17]=[CH:16]C=CC=1C(NC)=O)([O-:3])=[O:2].[NH2-].[Na+].[C:23]1([N:29]=[C:30]=[O:31])C=CC=CC=1.[O:32]1[CH2:36][CH2:35][CH2:34][CH2:33]1>>[N+:1]([C:4]1[CH:5]=[C:6]([N:7]2[C:8]3[C:35](=[CH:34][CH:33]=[CH:16][CH:17]=3)[C:36](=[O:32])[N:29]([CH3:23])[C:30]2=[O:31])[CH:18]=[CH:19][CH:20]=1)([O-:3])=[O:2] |f:1.2|. The product is [N+](=O)([O-])C=1C=C(C=CC1)N1C(N(C(C2=CC=CC=C12)=O)C)=O (1-(m-nitrophenyl)-3-methylquinazoline-2,4(1H, 3H)-dione). Conditions: time 30 minute. Starting materials: [N+](=O)([O-])C=1C=C(NC2=C(C(=O)NC)C=CC=C2)C=CC1 (2-(m-nitroanilino)-N-methylbenzamide), [NH2-].[Na+] (sodium amide), O1CCCC1 (tetrahydrofuran), C1(=CC=CC=C1)N=C=O (phenyl isocyanate). Procedure: To a solution of 2.6 g of 2-(m-nitroanilino)-N-methylbenzamide and 20 ml of tetrahydrofuran was added 0.86 g of sodium amide, and the whole was stirred for 30 minutes at room temperature. To this was added dropwise under cooling 3.6 g of phenyl isocyanate, and the mixture was stirred for one hour at room temperature, and then refluxed for 4 hours. After the reaction was finished, the solvent was distilled off from the resulting mixture. The residue thus obtained was recrystallized from methanol ... Starting materials: C1CCOC1, NC1(C(=O)NC2C3CC4CC(C3)CC2C4)CCCC1. Yields the product NC1(CNC2C3CC4CC(C3)CC2C4)CCCC1. Reaction SMILES: [CH2:20]1[O:21][CH2:22][CH2:23][CH2:24]1.[CH:1]12[CH:2]([NH:11][C:12](=[O:13])[C:14]3([NH2:19])[CH2:15][CH2:16][CH2:17][CH2:18]3)[CH:3]3[CH2:4][CH:5]([CH2:6][CH:7]([CH2:8]1)[CH2:9]3)[CH2:10]2>>[CH:1]12[CH:2]([NH:11][CH2:12][C:14]3([NH2:19])[CH2:15][CH2:16][CH2:17][CH2:18]3)[CH:3]3[CH2:4][CH:5]([CH2:6][CH:7]([CH2:8]1)[CH2:9]3)[CH2:10]2. Reaction conditions: temperature 27.5 celsius, time 100 hour. Yields the product BrC1=C(C=CC=C1)C=1N=C(C(=NC1C1=NN(C(C=C1)=O)C(C)C)C#N)NCC1=CC=C(C=C1)OC (5-(2-bromophenyl)-6-(1-isopropyl-6-oxo-1,6-dihydro-3-pyridazinyl)-3-[(4-methoxybenzyl)amino]-2-pyrazinecarbonitrile). Solvent: CCOC(=O)C (EtOAc), CN1C(N(CC1)C)=O (1,3-dimethyl-2-imidazolidinone). Procedure: To a solution of 5-(2-bromophenyl)-6-(1-isopropyl-6-oxo-1,6-dihydro-3-pyridazinyl)-2,3-pyrazinedicarbonitrile (3.00 g) in 1,3-dimethyl-2-imidazolidinone (6 ml), (4-methoxybenzyl)amine (0.96 ml) was added and the mixture was stirred at 25-30° C. for 100 hours. After addition of 0.5N aq. NaOH (15 ml), the mixture was stirred for one hour and a precipitate was collected by filtration to give a solid. The solid was dissolved in EtOAc, washed with water, dried over MgSO4 and concentrated under reduce... Reaction SMILES: [Br:1][C:2]1[CH:7]=[CH:6][CH:5]=[CH:4][C:3]=1[C:8]1[N:9]=[C:10](C#N)[C:11]([C:24]#[N:25])=[N:12][C:13]=1[C:14]1[CH:19]=[CH:18][C:17](=[O:20])[N:16]([CH:21]([CH3:23])[CH3:22])[N:15]=1.[OH-].[Na+].[CH3:30][O:31][C:32]1[CH:39]=[CH:38][C:35]([CH2:36][NH2:37])=[CH:34][CH:33]=1>CN1CCN(C)C1=O.CCOC(C)=O>[Br:1][C:2]1[CH:7]=[CH:6][CH:5]=[CH:4][C:3]=1[C:8]1[N:9]=[C:10]([NH:37][CH2:36][C:35]2[CH:38]=[CH:39][C:32]([O:31][CH3:30])=[CH:33][CH:34]=2)[C:11]([C:24]#[N:25])=[N:12][C:13]=1[C:14]1[CH:19]=[CH:18][C:17](=[O:20])[N:16]([CH:21]([CH3:22])[CH3:23])[N:15]=1 |f:1.2|. The reactants are BrC1=C(C=CC=C1)C=1N=C(C(=NC1C1=NN(C(C=C1)=O)C(C)C)C#N)C#N (5-(2-bromophenyl)-6-(1-isopropyl-6-oxo-1,6-dihydro-3-pyridazinyl)-2,3-pyrazinedicarbonitrile), COC1=CC=C(CN)C=C1 ((4-methoxybenzyl)amine), [OH-].[Na+] (NaOH). Starting materials: C(C=1C(C#N)=CC=CC1)#N (phthalonitrile), C(C)O (ethanol), Cl (HCl). Run in C(Cl)(Cl)Cl (chloroform). Run at temperature 0 celsius. Yields the product Cl.C(C)OC(C1=C(C=CC=C1)C#N)=N (2-Cyano-benzimidic acid ethyl ester hydrochloride). As a reaction SMILES: [C:1](#[N:10])[C:2]1[C:3](=[CH:6][CH:7]=[CH:8][CH:9]=1)[C:4]#[N:5].[ClH:11].[CH2:12]([OH:14])[CH3:13]>C(Cl)(Cl)Cl>[ClH:11].[CH2:12]([O:14][C:1](=[NH:10])[C:2]1[CH:9]=[CH:8][CH:7]=[CH:6][C:3]=1[C:4]#[N:5])[CH3:13] |f:4.5|. Procedure: A suspension of phthalonitrile (70 g, 0.55 mol) in ethanol (100 ml) and chloroform (200 ml) was warmed and then cooled to 0° C. The reaction mixture was saturated with HCl (g) and then aged at 0° C. for 2 weeks. The resultant precipitate was filtered and washed with chloroform. Dilution of the filtrate with ether produced additional 2-cyano-benzimidic acid ethyl ester hydrochloride. Reactants: CC(C)OC(=O)c1cc(-n2cnc(C3CC3)c2)ccc1F, Cl. Yields the product O=C(O)c1cc(-n2cnc(C3CC3)c2)ccc1F, Cl. As a reaction SMILES: [CH:1]1([c:4]2[n:5][cH:6][n:7](-[c:9]3[cH:10][cH:11][c:12]([F:21])[c:13]([C:14](=[O:15])[O:16][CH:17]([CH3:18])[CH3:19])[cH:20]3)[cH:8]2)[CH2:2][CH2:3]1.[ClH:22]>>[CH:1]1([c:4]2[n:5][cH:6][n:7](-[c:9]3[cH:10][cH:11][c:12]([F:21])[c:13]([C:14](=[O:15])[OH:16])[cH:20]3)[cH:8]2)[CH2:2][CH2:3]1.[ClH:22]. Procedure: 4-Nitro-1H-pyrazole (0.452 g, 4.00 mmol) was dissolved in DMF (8 mL) and cooled to 0° C. NaH (0.192 g, 60% dispersion in oil, 4.80 mmol) was added and the mixture was stirred for 10 minutes. 1-Methylpyrrolidin-3-yl methanesulfonate A22 (0.717 g, 4.00 mmol) was added and the mixture was stirred for 16 hours at 100° C. The mixture was diluted with EtOAc (5 mL) and washed with sat. NH4Cl (5 mL) and water (4×5 mL). The organics were concentrated in vacuo affording a crude pale yellow oil which was p... Product: CN1CC(CC1)N1N=CC(=C1)[N+](=O)[O-] (1-(1-Methylpyrrolidin-3-yl)-4-nitro-1H-pyrazole), oil. The solvent is CN(C)C=O (DMF), CCOC(=O)C (EtOAc). Conditions: temperature 0 celsius, time 10 minute. The yield is 73.0%. Reactants: [N+](=O)([O-])C=1C=NNC1 (4-Nitro-1H-pyrazole), CS(=O)(=O)OC1CN(CC1)C (1-Methylpyrrolidin-3-yl methanesulfonate), [H-].[Na+] (NaH). Reaction SMILES: [N+:1]([C:4]1[CH:5]=[N:6][NH:7][CH:8]=1)([O-:3])=[O:2].[H-].[Na+].CS(O[CH:16]1[CH2:20][CH2:19][N:18]([CH3:21])[CH2:17]1)(=O)=O>CN(C=O)C.CCOC(C)=O>[CH3:21][N:18]1[CH2:19][CH2:20][CH:16]([N:6]2[CH:5]=[C:4]([N+:1]([O-:3])=[O:2])[CH:8]=[N:7]2)[CH2:17]1 |f:1.2|. Reported procedure: A suspension of methyl 2-bis(2'-chloroethyl)amino-3,5-dimethylbenzoate (5.6 g, 0.018 mol) in concentrated HCl (37% w/w in H2O, 150 mL) was heated to refluxing under N2 for 8 hours. The reaction mixture was treated with ice/H2O (200 mL), extracted wit chloroform (3×150 mL). The organic solution was concentrated to given the product 2-bis(2'-chloroethyl)amino-3,5-dimethylbenzoic acid as a white solid (5.1 g, 96%). 1H NMR (300 MHz, CDCl3): 8.01 (d, J=1.5 Hz, 1H), 7.23 (dd, J=1.5, 0.6 Hz, 1H), 3.6 (... Reactants: ClCCN(C1=C(C(=O)OC)C=C(C=C1C)C)CCCl (methyl 2-bis(2'-chloroethyl)amino-3,5-dimethylbenzoate), ice H2O. The product is ClCCN(C1=C(C(=O)O)C=C(C=C1C)C)CCCl (2-Bis(2'-chloroethyl)amino-3,5-dimethylbenzoic Acid). Reaction SMILES: [Cl:1][CH2:2][CH2:3][N:4]([CH2:17][CH2:18][Cl:19])[C:5]1[C:14]([CH3:15])=[CH:13][C:12]([CH3:16])=[CH:11][C:6]=1[C:7]([O:9]C)=[O:8]>Cl>[Cl:1][CH2:2][CH2:3][N:4]([CH2:17][CH2:18][Cl:19])[C:5]1[C:14]([CH3:15])=[CH:13][C:12]([CH3:16])=[CH:11][C:6]=1[C:7]([OH:9])=[O:8]. Run in Cl (HCl). Starting materials: C(C)O (ethanol), CN(C=O)C (dimethylformamide). The product is CON(C(=O)C(=O)N(C)OC)C (N,N′-dimethoxy-N,N′-dimethyl oxamide). Isolated yield 77.5%. As a reaction SMILES: [CH2:1]([OH:3])C.C[N:5]([CH3:8])[CH:6]=[O:7]>>[CH3:1][O:3][N:5]([CH3:8])[C:6]([C:6]([N:5]([O:3][CH3:1])[CH3:8])=[O:7])=[O:7]. Reported procedure: The reaction was carried out in the same manner as in Example 3 except for changing ethanol to dimethylformamide in Example 3. As a result, 1.16 g (Reaction yield: 77.5%) of N,N′-dimethoxy-N,N′-dimethyl oxamide was found to be formed.